From a dataset of the Open Reaction Database (ORD), a public repository of structured organic reaction records. describe an organic reaction: reactants, conditions, products, and yield Reactants: NC1=CC2=C(N(C(=N2)Cl)[C@H]2[C@H](OC(C)=O)[C@H](OC(C)=O)[C@H](O2)COC(C)=O)C=C1 (5-Amino-2-chloro-1-(2,3,5-tri-O-acetyl-β-D-ribofuranosyl)-benzimidazole). Solvent: N.CO (NH3 MeOH). Yields the product NC1=CC2=C(N(C(=N2)Cl)[C@H]2[C@H](O)[C@H](O)[C@H](O2)CO)C=C1 (5-Amino-2-chloro-1-(β-D-ribofuranosyl)benzimidazole). As a reaction SMILES: [NH2:1][C:2]1[CH:29]=[CH:28][C:5]2[N:6]([C@@H:10]3[O:22][C@H:21]([CH2:23][O:24]C(=O)C)[C@@H:16]([O:17]C(=O)C)[C@H:11]3[O:12]C(=O)C)[C:7]([Cl:9])=[N:8][C:4]=2[CH:3]=1>N.CO>[NH2:1][C:2]1[CH:29]=[CH:28][C:5]2[N:6]([C@@H:10]3[O:22][C@H:21]([CH2:23][OH:24])[C@@H:16]([OH:17])[C@H:11]3[OH:12])[C:7]([Cl:9])=[N:8][C:4]=2[CH:3]=1 |f:1.2|. Procedure: A solution of 0.363 g (0.852 mmole) of 76 in 10 mL of NH3 /MeOH was stirred in a pressure bottle at room temperature for 5 hr. The reaction mixture was evaporated and coevaporated with MeOH (3×, bath temperature<40° C.). The residue was recrystallized from MeOH/Et2O to give 0.203 g (2 crops, 79%) of 78 as beige crystals. MP ~154° C. (dec.). MS (EI) m/e 299.0675 (10%, M+ =299.0673). 1H NMR (DMSO-d6): d 7.56 (d, 1, 7-H, J7-6 =8.5 Hz), 6.73 (d, 1, 4-H, J4-6 =2.0 Hz), 6.57 (dd, 1, 6-H), 5.77 (d, 1, ...